This data is from the Open Reaction Database (ORD), a public repository of structured organic reaction records. The task is: describe an organic reaction: reactants, conditions, products, and yield Reactants: CC1=CCC2CC1C2(C)C (α-pinene), Cl[O-].[Na+] (sodium hypochlorite), CC1=CCC2CC1C2(C)C (α-pinene), Cl[O-] (hypochlorite). Product: C12C(CCC(C1(C)C)C2)C (pinane). RXN SMILES: Cl[O-].[Na+].[CH3:4][C:5]1[CH:10]2[C:11]([CH3:13])([CH3:12])[CH:8]([CH2:9]2)[CH2:7][CH:6]=1.Cl[O-]>>[CH:10]12[CH2:9][CH:8]([C:11]1([CH3:13])[CH3:12])[CH2:7][CH2:6][CH:5]2[CH3:4] |f:0.1|. Procedure details: Hypochlorite treatment of the α-pinene raised the chloride level to about 100 ppm (as elemental chloride) based on pinene feed. Hydrogenation of this pinene was fast and yielded a good ratio (96.8/3.2). Reuse of the catalyst heel went quickly with a slightly reduced ratio, when used at either the 3% level or 1% level. Repoisoning (1/2% sodium hypochlorite-treated α-pinene) was achieved by mixing hypochlorite-treated feed with fresh α-pinene and yielded pinane with a 97.5/2.5 cis-:trans- ratio. A... The reactants are N1CCC2(CC1)C=C(C1=CC=CC=C12)C(=O)[O-] (spiro[indene-1,4′piperidine]-3-carboxylate), [C@@H]12C(C[C@@H](CC1)C2)=O ((1R,4S)-bicyclo[2.2.1]heptan-2-one), C(C)(=O)O[BH-](OC(C)=O)OC(C)=O.[Na+] (Sodium triacetoxyborohydride). Reagents/catalysts: CC([O-])C.[Ti+4].CC([O-])C.CC([O-])C.CC([O-])C (titanium (IV) isopropoxide). Solvent: ClC(C)Cl (dichloroethane). Reaction conditions: time 1 hour. The product is C12C(CC(CC1)C2)N2CCC1(CC2)C=C(C2=CC=CC=C21)C(=O)O (1′-(bicyclo[2.2.1]heptan-2-yl)spiro[indene-1,4′-piperidine]-3-carboxylic acid). Reaction SMILES: [NH:1]1[CH2:6][CH2:5][C:4]2([C:14]3[C:9](=[CH:10][CH:11]=[CH:12][CH:13]=3)[C:8]([C:15]([O-:17])=[O:16])=[CH:7]2)[CH2:3][CH2:2]1.[C@H:18]12[CH2:24][C@H:21]([CH2:22][CH2:23]1)[CH2:20][C:19]2=O.C(O[BH-](OC(=O)C)OC(=O)C)(=O)C.[Na+]>ClC(Cl)C.CC(C)[O-].[Ti+4].CC(C)[O-].CC(C)[O-].CC(C)[O-]>[CH:18]12[CH2:24][CH:21]([CH2:22][CH2:23]1)[CH2:20][CH:19]2[N:1]1[CH2:6][CH2:5][C:4]2([C:14]3[C:9](=[CH:10][CH:11]=[CH:12][CH:13]=3)[C:8]([C:15]([OH:17])=[O:16])=[CH:7]2)[CH2:3][CH2:2]1 |f:2.3,5.6.7.8.9|. Procedure details: A mixture of compound (D1) (0.020 g, 0.058 mmol), titanium (IV) isopropoxide (0.052 mL, 0.174 mmol), and (1R,4S)-bicyclo[2.2.1]heptan-2-one (3 eq) was stirred at room temperature for 18 h in dichloroethane (0.5 mL). Sodium triacetoxyborohydride (0.012 g, 0.058 mmol) was added and stirred at room temperature for 1 h. The solvent was evaporated and 6N NaOH (0.5 mL) and methanol (1 mL) was added and then triturated to form a white solid. The solid was washed with methanol (1 mL) and EtOAc (1 mL). T... Reactants: BrBr, CC(=O)C12CC3CC1CC(NC(=O)OC(C)(C)C)(C3)C2, C1COCCO1, CC(=O)O, [Na+], [O-]Br, [OH-], O. Product: CC(C)(C)OC(=O)NC12CC3CC(C1)C(C(=O)O)(C3)C2. Reaction SMILES: [Br:3][Br:4].[C:7]([CH3:8])(=[O:9])[C:10]12[CH2:11][C:12]3([NH:19][C:20]([O:21][C:22]([CH3:23])([CH3:24])[CH3:25])=[O:26])[CH2:13][CH:14]1[CH2:15][CH:16]([CH2:17]2)[CH2:18]3.[CH2:31]1[O:32][CH2:33][CH2:34][O:35][CH2:36]1.[CH3:27][C:28]([OH:29])=[O:30].[Na+:2].[O-:5][Br:6].[OH-:1].[OH2:37]>>[C:7]([OH:9])([C:10]12[CH2:11][C:12]3([NH:19][C:20]([O:21][C:22]([CH3:23])([CH3:24])[CH3:25])=[O:26])[CH2:13][CH:14]1[CH2:15][CH:16]([CH2:17]2)[CH2:18]3)=[O:29]. Yield: 90.0%. As a reaction SMILES: [C:1]([C:5]1[CH:6]=[C:7]([CH:12]=[CH:13][C:14]=1[O:15][Si:16]([C:19]([CH3:22])([CH3:21])[CH3:20])([CH3:18])[CH3:17])[C:8](OC)=[O:9])([CH3:4])([CH3:3])[CH3:2].[H-].C([Al+]CC(C)C)C(C)C.C1(C)C=CC=CC=1>C1(C)C=CC=CC=1>[C:1]([C:5]1[CH:6]=[C:7]([CH:12]=[CH:13][C:14]=1[O:15][Si:16]([C:19]([CH3:22])([CH3:21])[CH3:20])([CH3:17])[CH3:18])[CH2:8][OH:9])([CH3:4])([CH3:2])[CH3:3] |f:1.2.3|. Run in C1(=CC=CC=C1)C (toluene). The product is C(C)(C)(C)C=1C=C(CO)C=CC1O[Si](C)(C)C(C)(C)C (3-tert-butyl-4-((tert-butyldimethylsilyl)oxy)benzyl alcohol). Reported procedure: According to example 184, 5.00 g of methyl 3-tert-butyl-4-((tert-butyldimethylsilyl)oxy)benzoate was reduced using 31.8 mL of 1M diisobutylaluminum hydride/toluene and 50 mL of anhydrous toluene. Analysis of the reaction mixture by tlc after 30 min indicated some remaining starting material. To ensure complete reduction, an additional 5 mL of 1M diisobutylaluminum hydride/toluene was added and the reaction was allowed to proceed for an additional 5 min. Work-up in the usual manner afforded 4.11 ... Run at time 30 minute. The reactants are C(C)(C)(C)C=1C=C(C(=O)OC)C=CC1O[Si](C)(C)C(C)(C)C (methyl 3-tert-butyl-4-((tert-butyldimethylsilyl)oxy)benzoate), [H-].C(C(C)C)[Al+]CC(C)C.C1(=CC=CC=C1)C (diisobutylaluminum hydride toluene), [H-].C(C(C)C)[Al+]CC(C)C.C1(=CC=CC=C1)C (diisobutylaluminum hydride toluene). The reactants are C1(=CC=C(C=C1)COCC1CC2=C(N(C=N2)C(C2=CC=CC=C2)(C2=CC=CC=C2)C2=CC=CC=C2)CC1)C1=CC=CC=C1 (5-((biphenyl-4-yl)methoxymethyl)-1-triphenylmethyl-4,5,6,7-tetrahydro-1H-benzimidazole), C1(=CC=C(C=C1)COCC1CC2=C(N=CN2C(C2=CC=CC=C2)(C2=CC=CC=C2)C2=CC=CC=C2)CC1)C1=CC=CC=C1 (5-((biphenyl-4-yl)methoxymethyl)-3-triphenylmethyl-4,5,6,7-tetrahydro-3H-benzimidazole). Run in C(C)(=O)O (acetic acid), O (water). Reaction conditions: temperature 90 celsius. Yields the product C1(=CC=C(C=C1)COCC1CC2=C(NC=N2)CC1)C1=CC=CC=C1 (5-((Biphenyl-4-yl)methoxymethyl)-4,5,6,7-tetrahydro-1H-benzimidazole). Reaction SMILES: [C:1]1([C:38]2[CH:43]=[CH:42][CH:41]=[CH:40][CH:39]=2)[CH:6]=[CH:5][C:4]([CH2:7][O:8][CH2:9][CH:10]2[CH2:37][CH2:36][C:13]3[N:14](C(C4C=CC=CC=4)(C4C=CC=CC=4)C4C=CC=CC=4)[CH:15]=[N:16][C:12]=3[CH2:11]2)=[CH:3][CH:2]=1.C1(C2C=CC=CC=2)C=CC(COCC2CCC3N=CN(C(C4C=CC=CC=4)(C4C=CC=CC=4)C4C=CC=CC=4)C=3C2)=CC=1>C(O)(=O)C.O>[C:1]1([C:38]2[CH:43]=[CH:42][CH:41]=[CH:40][CH:39]=2)[CH:2]=[CH:3][C:4]([CH2:7][O:8][CH2:9][CH:10]2[CH2:37][CH2:36][C:13]3[NH:14][CH:15]=[N:16][C:12]=3[CH2:11]2)=[CH:5][CH:6]=1. Procedure: A solution of a mixture of 5-((biphenyl-4-yl)methoxymethyl)-1-triphenylmethyl-4,5,6,7-tetrahydro-1H-benzimidazole and 5-((biphenyl-4-yl)methoxymethyl)-3-triphenylmethyl-4,5,6,7-tetrahydro-3H-benzimidazole (440 mg, 0.78 mmol) in a mixture of acetic acid (5 ml) and water (0.6 ml) was heated to 90° C. for 2.25 hours. The solvent was removed in vacuo. The crude product was purified by flash chromatography on silica (40 g), using DCM/methanol/25% aqueous ammonia (100:10:1) as eluent, to give 220 mg o... The reactants are ClC1=NC(=NC(=N1)Cl)NC(=O)N (N-(2,4-dichloro-s-triazin-6-yl)-urea), ClC1N(C(=NC(=N1)Cl)C)N (2,4-dichloro-6-methyl-amino-s-triazine), ClC1=NC(=NC(=N1)Cl)N (2,4-dichloro-6-amino-s-triazine). Product: 79.5, ClC1=NC(=NC(=N1)Cl)N(C(=O)N)C (N-(2,4-dichloro-s-triazin-6-yl)-N-methyl-urea). RXN SMILES: [Cl:1][CH:2]1[N:7]=[C:6]([Cl:8])[N:5]=[C:4](C)[N:3]1N.ClC1N=C(Cl)N=C(N)N=1.ClC1N=C(Cl)N=[C:23]([NH:28][C:29]([NH2:31])=[O:30])N=1>>[Cl:1][C:2]1[N:7]=[C:6]([Cl:8])[N:5]=[C:4]([N:28]([CH3:23])[C:29]([NH2:31])=[O:30])[N:3]=1. Procedure details: By using 89 parts of 2,4-dichloro-6-methyl-amino-s-triazine instead of 82.5 parts of 2,4-dichloro-6-amino-s-triazine and otherwise carrying out the procedure as described in Example 1 for the manufacture of N-(2,4-dichloro-s-triazin-6-yl)-urea, there are obtained 79.5 parts of N-(2,4-dichloro-s-triazin-6-yl)-N-methyl-urea with a melting point of 172°-174°C. Starting materials: NC1=CC=CC=C1 (Aniline), O1[C-]=NC(C1)=O (2-oxazolidone). The reagents and catalysts are [O-2].[O-2].[Ti+4] (titanium dioxide). Conditions: temperature 0 celsius. The product is C1(=CC=CC=C1)N1C(NCC1)=O (N-phenylimidazolidone). Isolated yield 47.0%. As a reaction SMILES: [NH2:1][C:2]1[CH:7]=[CH:6][CH:5]=[CH:4][CH:3]=1.[O:8]1[CH2:12][C:11](=O)[N:10]=[C-:9]1>[O-2].[O-2].[Ti+4]>[C:2]1([N:1]2[CH2:12][CH2:11][NH:10][C:9]2=[O:8])[CH:7]=[CH:6][CH:5]=[CH:4][CH:3]=1 |f:2.3.4|. Reported procedure: Aniline (15.40 g; 0.165 mole) and 2-oxazolidone (9.60 g; 0.110 mole) were refluxed for 6.5 hours with 1.00 g (0.0125 mole) of titanium dioxide (Harshaw Ti 0720 which had been calcined at 300° C. for 4 hours). The reaction mass was cooled to 0° C. and the crystals which had formed were filtered off. The crystals were recrystallized from ethanol to give N-phenylimidazolidone in 47% yield. The conversion based on 2-oxazolidone was 99%. The reactants are BrC1=CC2=C(C=3C=NNC13)CN(C([C@@H](C2)CC(=O)O)=O)CCOC ([(S)-4-Bromo-9-(2-methoxy-ethyl)-8-oxo-3,6,7,8,9,10-hexahydro-2,3,9-triaza-cyclohept[e]inden-7-yl]-acetic acid), Cl.FC=1C=CC=C2C=C(C(NC12)=O)C1CCNCC1 (8-fluoro-3-(piperidin-4-yl)quinolin-2(1H)-one hydrochloride), ClC1=CC2=C(C=3C=NNC13)CN(C([C@H](C2)CC(N2CCC(CC2)N2C(NC1=CC=CC=C1C2)=O)=O)=O)CC(C)(C)C (4-Chloro-9-(2,2-dimethyl-propyl)-7-(R)-{2-oxo-2-[4-(2-oxo-1,4-dihydro-2H-quinazolin-3-yl)-piperidin-1-yl]-ethyl}-6,7,9,10-tetrahydro-3H-2,3,9-triaza-cyclohepta[e]inden-8-one). Yields the product BrC1=CC2=C(C=3C=NNC13)CN(C([C@@H](C2)CC(=O)N2CCC(CC2)C=2C(NC1=C(C=CC=C1C2)F)=O)=O)CCOC ((S)-4-bromo-7-(2-(4-(8-fluoro-2-oxo-1,2-dihydroquinolin-3-yl)piperidin-1-yl)-2-oxoethyl)-9-(2-methoxyethyl)-6,7,9,10-tetrahydroazepino[3,4-e]indazol-8(3H)-one). The yield is 56.0%. Reaction SMILES: [Br:1][C:2]1[C:10]2[NH:9][N:8]=[CH:7][C:6]=2[C:5]2[CH2:11][N:12]([CH2:21][CH2:22][O:23][CH3:24])[C:13](=[O:20])[C@H:14]([CH2:16][C:17]([OH:19])=O)[CH2:15][C:4]=2[CH:3]=1.Cl.[F:26][C:27]1[CH:28]=[CH:29][CH:30]=[C:31]2[C:36]=1[NH:35][C:34](=[O:37])[C:33]([CH:38]1[CH2:43][CH2:42][NH:41][CH2:40][CH2:39]1)=[CH:32]2.ClC1C2NN=CC=2C2CN(CC(C)(C)C)C(=O)[C@@H](CC(=O)N3CCC(N4CC5C(=CC=CC=5)NC4=O)CC3)CC=2C=1>>[Br:1][C:2]1[C:10]2[NH:9][N:8]=[CH:7][C:6]=2[C:5]2[CH2:11][N:12]([CH2:21][CH2:22][O:23][CH3:24])[C:13](=[O:20])[C@H:14]([CH2:16][C:17]([N:41]3[CH2:42][CH2:43][CH:38]([C:33]4[C:34](=[O:37])[NH:35][C:36]5[C:31]([CH:32]=4)=[CH:30][CH:29]=[CH:28][C:27]=5[F:26])[CH2:39][CH2:40]3)=[O:19])[CH2:15][C:4]=2[CH:3]=1 |f:1.2|. Procedure: [(S)-4-Bromo-9-(2-methoxy-ethyl)-8-oxo-3,6,7,8,9,10-hexahydro-2,3,9-triaza-cyclohept[e]inden-7-yl]-acetic acid (100 mg, 0.25 mmol) and 8-fluoro-3-(piperidin-4-yl)quinolin-2(1H)-one hydrochloride (85 mg, 0.30 mmol) were combined in a manner analogous to the preparation of 4-Chloro-9-(2,2-dimethyl-propyl)-7-(R)-{2-oxo-2-[4-(2-oxo-1,4-dihydro-2H-quinazolin-3-yl)-piperidin-1-yl]-ethyl}-6,7,9,10-tetrahydro-3H-2,3,9-triaza-cyclohepta[e]inden-8-one. Title compound was obtained as white solid in 56% yie... Reactants: CCO, ClC(Cl)Cl, Cl, CCOC(=O)CCc1cc(C(=NOCC(N)=O)c2ccc(OCC(C)C)cc2OCC(C)C)ccc1OCC(C)C, [Na+], [OH-], O. Product: CC(C)COc1ccc(C(=NOCC(N)=O)c2ccc(OCC(C)C)c(CCC(=O)O)c2)c(OCC(C)C)c1. RXN SMILES: [CH3:49][CH2:50][OH:51].[CH:44]([Cl:45])([Cl:46])[Cl:47].[ClH:48].[NH2:1][C:2]([CH2:3][O:4][N:5]=[C:6]([c:7]1[cH:8][cH:9][c:10]([O:20][CH2:21][CH:22]([CH3:23])[CH3:24])[c:11]([CH2:13][CH2:14][C:15](=[O:16])[O:17][CH2:18][CH3:19])[cH:12]1)[c:25]1[c:26]([O:36][CH2:37][CH:38]([CH3:39])[CH3:40])[cH:27][c:28]([O:31][CH2:32][CH:33]([CH3:34])[CH3:35])[cH:29][cH:30]1)=[O:41].[Na+:43].[OH-:42].[OH2:52]>>[NH2:1][C:2]([CH2:3][O:4][N:5]=[C:6]([c:7]1[cH:8][cH:9][c:10]([O:20][CH2:21][CH:22]([CH3:23])[CH3:24])[c:11]([CH2:13][CH2:14][C:15](=[O:16])[OH:17])[cH:12]1)[c:25]1[c:26]([O:36][CH2:37][CH:38]([CH3:39])[CH3:40])[cH:27][c:28]([O:31][CH2:32][CH:33]([CH3:34])[CH3:35])[cH:29][cH:30]1)=[O:41]. Reactants: COC(CN=C(C1=CC=CC=C1)C1=CC=CC=C1)=O ((Benzhydrylideneamino)acetic acid methyl ester), Cl (Hydrochloric acid), CC(C)([O-])C.[K+] (Potassium tert-butoxide), C(C1=CC=CC=C1)(=O)Cl (Benzoyl chloride). Solvent: O1CCCC1 (tetrahydrofuran), O1CCCC1 (tetrahydrofuran). Reaction conditions: temperature -78 celsius, time 30 minute. Product: COC(C(C(C1=CC=CC=C1)=O)N)=O (2-amino-3-oxo-3-phenylpropionic acid methylester). The yield is 80.9%. Reaction SMILES: CC(C)([O-])C.[K+].[CH3:7][O:8][C:9](=[O:25])[CH2:10][N:11]=C(C1C=CC=CC=1)C1C=CC=CC=1.[C:26](Cl)(=[O:33])[C:27]1[CH:32]=[CH:31][CH:30]=[CH:29][CH:28]=1.Cl>O1CCCC1>[CH3:7][O:8][C:9](=[O:25])[CH:10]([NH2:11])[C:26](=[O:33])[C:27]1[CH:32]=[CH:31][CH:30]=[CH:29][CH:28]=1 |f:0.1|. Procedure: Dry tetrahydrofuran (250 ml) was cooled to -78° C. Potassium tert-butoxide (6.37 g; 56.72 mmol) was dissolved in dry tetrahydrofuran (100 ml) and added. (Benzhydrylideneamino)acetic acid methyl ester (14.35 g; 56.72 mmol) was added and the reaction mixture was stirred 30 min at -78° C. Benzoyl chloride (6.59 g; 56.72 mmol) was added dropwise and the reaction mixture was stirred 30 min at -78° C. Hydrochloric acid (1.0 M; 175 ml) was added dropwise. The reaction mixture was heated to room tempera...